From a dataset of the Open Reaction Database (ORD), a public repository of structured organic reaction records. describe an organic reaction: reactants, conditions, products, and yield The reactants are Cl.Cl.C(C)(C)NC(CC1=NC=C(C=C1)O)C (2-(2-isopropylaminopropyl)-5-pyridinol dihydrochloride), C([O-])(O)=O.[Na+] (sodium bicarbonate). Solvent: O (water). Product: C(C)(C)NC(CC1=NC=C(C=C1)O)C (2-(2-isopropylaminopropyl)-5-pyridinol). Reaction SMILES: Cl.Cl.[CH:3]([NH:6][CH:7]([CH3:16])[CH2:8][C:9]1[CH:14]=[CH:13][C:12]([OH:15])=[CH:11][N:10]=1)([CH3:5])[CH3:4].C(=O)(O)[O-].[Na+]>O>[CH:3]([NH:6][CH:7]([CH3:16])[CH2:8][C:9]1[CH:14]=[CH:13][C:12]([OH:15])=[CH:11][N:10]=1)([CH3:5])[CH3:4] |f:0.1.2,3.4|. Procedure details: To the solution of 159 g of 2-(2-isopropylaminopropyl)-5-pyridinol dihydrochloride in 1,000 ml of water, 163 g of sodium bicarbonate are added and the suspension evaporated. The residue is suspended in 453 ml of anhydrous ethanol at 60°, the suspension is filtered, the residue washed 3 times with 150 ml of anhydrous ethanol each and the combined filtrates are evaporated, to yield the 2-(2-isopropylaminopropyl)-5-pyridinol melting at 135°-138°. The reactants are Cl (hydrochloric acid), [OH-].[K+] (potassium hydroxide), C1(=CC=CC=C1)OCCCBr (3-bromopropyl phenyl ether), NC(=S)N (thiourea). Run in CO (methanol), C(C)O (ethanol). Conditions: temperature 50 celsius, time 2 hour. The product is O(C1=CC=CC=C1)CCCS (3-phenoxypropanethiol). Yield: 61.1%. Reaction SMILES: [C:1]1([O:7][CH2:8][CH2:9][CH2:10]Br)[CH:6]=[CH:5][CH:4]=[CH:3][CH:2]=1.NC(N)=[S:14].[OH-].[K+].Cl>C(O)C.CO>[O:7]([CH2:8][CH2:9][CH2:10][SH:14])[C:1]1[CH:6]=[CH:5][CH:4]=[CH:3][CH:2]=1 |f:2.3|. Procedure details: 160 g of 3-bromopropyl phenyl ether and 63 g of thiourea were dissolved in 300 ml of ethanol and the solution was refluxed with heating for 3 hours. A methanol solution containing 194 g of potassium hydroxide was added to the reaction solution and the mixture was stirred at 50° C. for 2 hours. The mixture was poured into diluted hydrochloric acid and extracted with ethyl acetate followed by distillation under reduced pressure to obtain 76.5 g of 3-phenoxypropanethiol. A boiling point was 135° to...